Dataset: the Open Reaction Database (ORD), a public repository of structured organic reaction records. Task: describe an organic reaction: reactants, conditions, products, and yield RXN SMILES: [NH2:1][C:2]1[C:3]([NH:8][CH3:9])=[N:4][CH:5]=[CH:6][CH:7]=1.O.O.[C:12](O)(=[O:16])[C:13](O)=[O:14]>Cl>[CH3:9][N:8]1[C:13](=[O:14])[C:12](=[O:16])[NH:1][C:2]2[CH:7]=[CH:6][CH:5]=[N:4][C:3]1=2 |f:1.2.3|. Starting materials: NC=1C(=NC=CC1)NC (3-amino-2-(N-methylamino)-pyridine), O.O.C(C(=O)O)(=O)O (oxalic acid dihydrate). The solvent is Cl (HCl). Product: CN1C2=C(NC(C1=O)=O)C=CC=N2 (1,2,3,4-tetrahydro-4-methyl-2,3-dioxo-pyrido(2,3-b)pyrazine). Procedure details: 3-amino-2-(N-methylamino)-pyridine (0.1 mol) and oxalic acid dihydrate (0,12 mol) was dissolved in 4N HCl (400 ml). The solution was refluxed for 8 hours and then cooled to room temperature whereby the title compound precipitated as crystals. The crystals were separated by filtration and then washed with water. m.p. 271°-272° C. The reactants are CN(CCNC(=O)N1CCN(CC1)C1=CC=C(C=C1)F)C (N-[2-(Dimethylamino)ethyl]-4-(4-fluorophenyl)-1-piperazinecarboxamide), C(=O)(N1C=NC=C1)N1C=NC=C1 (1,1'-carbonyldiimidazole), CN(C)CCN (unsym-dimethylethylenediamine), COC1=CC=C(C=C1)N1CCNCC1 (1-(4-methoxyphenyl)piperazine). Run in O1CCCC1 (tetrahydrofuran). The product is CN(CCNC(=O)N1CCN(CC1)C1=CC=C(C=C1)OC)C (N-[2-(Dimethylamino)ethyl]-4-(4-methoxyphenyl)-1-piperazinecarboxamide). Yield: 24.0%. Reaction SMILES: [CH3:1][N:2]([CH3:21])[CH2:3][CH2:4][NH:5][C:6]([N:8]1[CH2:13][CH2:12][N:11]([C:14]2[CH:19]=[CH:18][C:17](F)=[CH:16][CH:15]=2)[CH2:10][CH2:9]1)=[O:7].[C:22](N1C=CN=C1)(N1C=CN=C1)=[O:23].CN(CCN)C.COC1C=CC(N2CCNCC2)=CC=1>O1CCCC1>[CH3:1][N:2]([CH3:21])[CH2:3][CH2:4][NH:5][C:6]([N:8]1[CH2:13][CH2:12][N:11]([C:14]2[CH:19]=[CH:18][C:17]([O:23][CH3:22])=[CH:16][CH:15]=2)[CH2:10][CH2:9]1)=[O:7]. Reported procedure: This compound was prepared according to the procedure used to synthesize the compound of Example 11. A mixture of 4.9 g (0.03 mole) of 1,1'-carbonyldiimidazole, 2.6 g (0.03 mole) of unsym-dimethylethylenediamine, and 5.8 g (0.03 mole) of 1-(4-methoxyphenyl)piperazine in a total of 200 ml of tetrahydrofuran gave an oil which solidified. After trituration with petroleum ether (30°-60° C.), the collected solid was recrystallized from cyclohexanebenzene to yield 2.2 g (24%) of the title compound as ... The reagents and catalysts are C1=CC=C(C=C1)P([C-]2C=CC=C2)C3=CC=CC=C3.C1=CC=C(C=C1)P([C-]2C=CC=C2)C3=CC=CC=C3.Cl[Pd]Cl.[Fe+2] (1,1′-Bis(diphenylphosphino)ferrocenepalladium (II) chloride). Reaction conditions: temperature 100 celsius, time 3 hour. Starting materials: C(C)(=O)N1C(N(CC1)C1=NN(C2=CN=C(C=C21)Br)C2OCCCC2)=O (1-acetyl-3-(5-bromo-1-(tetrahydro-2H-pyran-2-yl)-1H-pyrazolo[3,4-c]pyridin-3-yl)imidazolidin-2-one), N1=CC(=CC=C1)B(O)O (3-pyridineboronic), C(C)#N (Acetonitrile), C(C)(=O)[O-].[K+] (Potassium acetate). Product: N1=CC(=CC=C1)C=1C=C2C(=CN1)N(N=C2N2C(NCC2)=O)C2OCCCC2 (1-(5-(pyridin-3-yl)-1-(tetrahydro-2H-pyran-2-yl)-1H-pyrazolo[3,4-c]pyridin-3-yl)imidazolidin-2-one). Reaction SMILES: C([N:4]1[CH2:8][CH2:7][N:6]([C:9]2[C:17]3[C:12](=[CH:13][N:14]=[C:15](Br)[CH:16]=3)[N:11]([CH:19]3[CH2:24][CH2:23][CH2:22][CH2:21][O:20]3)[N:10]=2)[C:5]1=[O:25])(=O)C.[N:26]1[CH:31]=[CH:30][CH:29]=[C:28](B(O)O)[CH:27]=1.C(#N)C.C([O-])(=O)C.[K+]>O.C(=O)([O-])[O-].[Na+].[Na+].C1C=CC(P(C2C=CC=CC=2)[C-]2C=CC=C2)=CC=1.C1C=CC(P(C2C=CC=CC=2)[C-]2C=CC=C2)=CC=1.Cl[Pd]Cl.[Fe+2]>[N:26]1[CH:31]=[CH:30][CH:29]=[C:28]([C:15]2[CH:16]=[C:17]3[C:9]([N:6]4[CH2:7][CH2:8][NH:4][C:5]4=[O:25])=[N:10][N:11]([CH:19]4[CH2:24][CH2:23][CH2:22][CH2:21][O:20]4)[C:12]3=[CH:13][N:14]=2)[CH:27]=1 |f:3.4,6.7.8,9.10.11.12|. Procedure details: To a solution containing 1-acetyl-3-(5-bromo-1-(tetrahydro-2H-pyran-2-yl)-1H-pyrazolo[3,4-c]pyridin-3-yl)imidazolidin-2-one (0.295 g, 0.722 mmol), 3-pyridineboronic acd pinacol ester (0.444 g, 2.17 mmol), 1,1′-Bis(diphenylphosphino)ferrocenepalladium (II) chloride (0.0472 g, 0.0578 mmol) in Acetonitrile (5.47 mL, 105 mmol) was added 1.00 M of Potassium acetate in Water (1.44 mL) and 1.00 M of Sodium carbonate in Water (1.44 mL). The reaction was stirred at 100° C. for 3 h. The reaction is filter... Solvent: O (Water), C([O-])([O-])=O.[Na+].[Na+] (Sodium carbonate), O (Water).